From a dataset of the Open Reaction Database (ORD), a public repository of structured organic reaction records. describe an organic reaction: reactants, conditions, products, and yield Reactants: C(C)(=O)OCC (ethyl acetate), BrC1=C2C(=C(NC2=CC(=C1)Br)C(=O)OCC)CCC(=O)OCC (Ethyl 4,6-dibromo-3-(3-ethoxy-3-oxopropyl)-1H-indole-2-carboxylate), O.O.O.[OH-].[Li+] (lithium hydroxide trihydrate), C(C)O (ethanol). Run in O1CCCC1 (THF), O1CCCC1 (tetrahydrofurane), O (water), petrol ether, CCCCCC (hexane), O (water), CO (methanol). The product is C(=O)(O)CCC1=C(NC2=CC(=CC(=C12)Br)Br)C(=O)O (3-(2-Carboxyethyl)-4,6-dibromo-1H-indole-2-carboxylic acid). Yield: 95.0%. RXN SMILES: [Br:1][C:2]1[CH:10]=[C:9]([Br:11])[CH:8]=[C:7]2[C:3]=1[C:4]([CH2:17][CH2:18][C:19]([O:21]CC)=[O:20])=[C:5]([C:12]([O:14]CC)=[O:13])[NH:6]2.O.O.O.[OH-].[Li+].C(O)C.C(OCC)(=O)C>O1CCCC1.O.CO.CCCCCC>[C:19]([CH2:18][CH2:17][C:4]1[C:3]2[C:7](=[CH:8][C:9]([Br:11])=[CH:10][C:2]=2[Br:1])[NH:6][C:5]=1[C:12]([OH:14])=[O:13])([OH:21])=[O:20] |f:1.2.3.4.5|. Reported procedure: Ethyl 4,6-dibromo-3-(3-ethoxy-3-oxopropyl)-1H-indole-2-carboxylate (4.47 g, 10 mmol) was dissolved in 25 ml tetrahydrofurane (THF) with stirring at rt. Then a solution of 1.26 g of lithium hydroxide trihydrate (3 equiv.) in 25 ml water was added and the resulting mixture was let to stir at rt for 24 h. After completion of the reaction THF was removed under reduced pressure and the pH was adjusted to 4-5, and the product was extracted with diethyl ether (3×30 ml). The organic layers were dried ov... Reported procedure: Acetyl chloride (0.31 g) was added dropwise to an ice-cooled solution of 1-(4-hydroxyphenyl)-5-[4-(methylsulfonyl)phenyl]-3-(trifluoromethyl)pyrazole (1 g) in pyridine (10 ml). The mixture was stirred at 5° C. for 3 hours, poured into water, and acidified with hydrochloric acid. The precipitates were filtered and purified by column chromatography on silica gel eluting with a mixture of chloroform and methanol (20:1) to give a yellow powder of 1-(4-acetoxyphenyl)-5-[4-(methylsulfonyl)phenyl]-3-(t... Reaction conditions: temperature 5 celsius, time 3 hour. Reaction SMILES: [C:1](Cl)(=[O:3])[CH3:2].[OH:5][C:6]1[CH:11]=[CH:10][C:9]([N:12]2[C:16]([C:17]3[CH:22]=[CH:21][C:20]([S:23]([CH3:26])(=[O:25])=[O:24])=[CH:19][CH:18]=3)=[CH:15][C:14]([C:27]([F:30])([F:29])[F:28])=[N:13]2)=[CH:8][CH:7]=1.O.Cl>N1C=CC=CC=1>[C:1]([O:5][C:6]1[CH:7]=[CH:8][C:9]([N:12]2[C:16]([C:17]3[CH:18]=[CH:19][C:20]([S:23]([CH3:26])(=[O:25])=[O:24])=[CH:21][CH:22]=3)=[CH:15][C:14]([C:27]([F:28])([F:29])[F:30])=[N:13]2)=[CH:10][CH:11]=1)(=[O:3])[CH3:2]. Solvent: N1=CC=CC=C1 (pyridine). The reactants are OC1=CC=C(C=C1)N1N=C(C=C1C1=CC=C(C=C1)S(=O)(=O)C)C(F)(F)F (1-(4-hydroxyphenyl)-5-[4-(methylsulfonyl)phenyl]-3-(trifluoromethyl)pyrazole), C(C)(=O)Cl (Acetyl chloride), ice, O (water), Cl (hydrochloric acid). The yield is 81.1%. Product: C(C)(=O)OC1=CC=C(C=C1)N1N=C(C=C1C1=CC=C(C=C1)S(=O)(=O)C)C(F)(F)F (1-(4-acetoxyphenyl)-5-[4-(methylsulfonyl)phenyl]-3-(trifluoromethyl)pyrazole). The reactants are C12COCC2O1 (3,6-Dioxabicyclo[3.1.0]hexane), BrC1=CC=C(C=C1)O (4-bromophenol), C([O-])([O-])=O.[Cs+].[Cs+] (cesium carbonate). The reagents and catalysts are [Cl-].C(C1=CC=CC=C1)[N+](CC)(CC)CC (benzyltriethylammonium chloride). Run in O1CCOCC1 (dioxane), C(C)(=O)OCC (ethyl acetate). Product: BrC1=CC=C(O[C@H]2[C@@H](COC2)O)C=C1 (trans-4-(4-bromophenoxy)tetrahydrofuran-3-ol). RXN SMILES: [CH:1]12[O:6][CH:5]1[CH2:4][O:3][CH2:2]2.[Br:7][C:8]1[CH:13]=[CH:12][C:11]([OH:14])=[CH:10][CH:9]=1.C(=O)([O-])[O-].[Cs+].[Cs+]>[Cl-].C([N+](CC)(CC)CC)C1C=CC=CC=1.O1CCOCC1.C(OCC)(=O)C>[Br:7][C:8]1[CH:13]=[CH:12][C:11]([O:14][C@@H:5]2[CH2:4][O:3][CH2:2][C@H:1]2[OH:6])=[CH:10][CH:9]=1 |f:2.3.4,5.6|. Reported procedure: 3,6-Dioxabicyclo[3.1.0]hexane (100 g, 1.16 mol), 4-bromophenol (241.1 g, 1.39 mol), cesium carbonate (492 g, 1.51 mol) and benzyltriethylammonium chloride (52.9 g, 0.23 mol) were suspended in dioxane (1 L) and heated at reflux for 18 hours. The reaction was cooled to room temperature and diluted with ethyl acetate, then washed with saturated aqueous sodium carbonate solution. The aqueous layer was extracted with ethyl acetate, and the combined organic portions were dried over sodium sulfate, fil... The reactants are C(CCCC)[Mg]Br (pentylmagnesium bromide), aqueous solution, Cl (hydrochloric acid), COC1=C(C=CC(=C1)OC)C=C(C(=O)OCC)C(=O)OCC (ethyl 3-(2,4-dimethoxyphenyl)-2-ethoxycarbonyl-2-propenoate), ice. Solvent: C(C)OCC (diethyl ether), C(C)OCC (diethyl ether). Run at time 1.5 hour. The product is COC1=C(C=CC(=C1)OC)C(CCCCC)C(C(=O)OCC)C(=O)OCC (Diethyl 2-[1-(2,4-dimethoxyphenyl)hexyl]malonate). The yield is 77.0%. Reaction SMILES: [CH3:1][O:2][C:3]1[CH:8]=[C:7]([O:9][CH3:10])[CH:6]=[CH:5][C:4]=1[CH:11]=[C:12]([C:18]([O:20][CH2:21][CH3:22])=[O:19])[C:13]([O:15][CH2:16][CH3:17])=[O:14].[CH2:23]([Mg]Br)[CH2:24][CH2:25][CH2:26][CH3:27].Cl>C(OCC)C>[CH3:1][O:2][C:3]1[CH:8]=[C:7]([O:9][CH3:10])[CH:6]=[CH:5][C:4]=1[CH:11]([CH:12]([C:18]([O:20][CH2:21][CH3:22])=[O:19])[C:13]([O:15][CH2:16][CH3:17])=[O:14])[CH2:23][CH2:24][CH2:25][CH2:26][CH3:27]. Procedure details: A solution of 9.15 g (29.7 mmol) of ethyl 3-(2,4-dimethoxyphenyl)-2-ethoxycarbonyl-2-propenoate (prepared as described in Preparation 1) in 9 ml of diethyl ether was added to 72 ml (36 mmol) of a 0.5M ice-cooled solution of pentylmagnesium bromide in diethyl ether, and the resulting mixture was stirred at the same temperature for 1.5 hours. At the end of this title, the reaction mixture was poured into a 10% aqueous solution of hydrochloric acid in ice, and then extracted with ethyl acetate. The... Starting materials: C=CCCCCCCCCCO, O=C1NC(=O)c2ccccc21, CCOC(=O)N=NC(=O)OCC, C1CCOC1, c1ccc(P(c2ccccc2)c2ccccc2)cc1. Product: C=CCCCCCCCCCN1C(=O)c2ccccc2C1=O. Reaction SMILES: [CH2:1]([CH2:2][CH2:3][CH2:4][CH2:5][CH2:6][CH2:7][CH2:8][CH2:9][CH:10]=[CH2:11])[OH:12].[O:32]=[C:33]1[NH:34][C:35](=[O:36])[c:37]2[cH:38][cH:39][cH:40][cH:41][c:42]21.[O:43]=[C:44]([O:45][CH2:46][CH3:47])[N:48]=[N:49][C:50]([O:51][CH2:52][CH3:53])=[O:54].[O:55]1[CH2:56][CH2:57][CH2:58][CH2:59]1.[c:13]1([P:14]([c:15]2[cH:16][cH:17][cH:18][cH:19][cH:20]2)[c:21]2[cH:22][cH:23][cH:24][cH:25][cH:26]2)[cH:27][cH:28][cH:29][cH:30][cH:31]1>>[CH2:1]([CH2:2][CH2:3][CH2:4][CH2:5][CH2:6][CH2:7][CH2:8][CH2:9][CH:10]=[CH2:11])[N:34]1[C:33](=[O:32])[c:42]2[c:37]([cH:38][cH:39][cH:40][cH:41]2)[C:35]1=[O:36]. Reactants: NC1=NC2=CC=C(C=C2C(=C1)O)Cl (2-amino-6-chloro-4-hydroxyquinoline), C1(=C(C=CC=C1)C1=C(C=CC=C1)B(O)O)C (o-tolyl-phenylboronic acid), COC1=C(C=O)C=CC=C1 (2-methoxybenzaldehyde), N1=CC(=CC=C1)CN (3-picolylamine). The product is COC1=C(CNC2=NC3=CC=C(C=C3C(=C2)C2=C(C=CC=C2)C)NCC=2C=NC=CC2)C=CC=C1 (N2-(2-Methoxy-benzyl)-N6-pyridin-3-ylmethyl-4-o-tolyl-quinoline-2,6-diamine). RXN SMILES: [NH2:1][C:2]1[CH:11]=[C:10](O)[C:9]2[C:4](=[CH:5][CH:6]=[C:7](Cl)[CH:8]=2)[N:3]=1.C1(C)C=CC=C[C:15]=1[C:20]1[CH:25]=[CH:24][CH:23]=[CH:22][C:21]=1B(O)O.[CH3:30][O:31][C:32]1[CH:39]=[CH:38][CH:37]=[CH:36][C:33]=1[CH:34]=O.[N:40]1[CH:45]=[CH:44][CH:43]=[C:42]([CH2:46][NH2:47])[CH:41]=1>>[CH3:30][O:31][C:32]1[CH:39]=[CH:38][CH:37]=[CH:36][C:33]=1[CH2:34][NH:1][C:2]1[CH:11]=[C:10]([C:25]2[CH:24]=[CH:23][CH:22]=[CH:21][C:20]=2[CH3:15])[C:9]2[C:4](=[CH:5][CH:6]=[C:7]([NH:47][CH2:46][C:42]3[CH:41]=[N:40][CH:45]=[CH:44][CH:43]=3)[CH:8]=2)[N:3]=1. Procedure details: The title compound, MS: m/e=461.5 (M+H+), was prepared in accordance with the general method of example 30 from 2-amino-6-chloro-4-hydroxyquinoline (CAS 64319-84-2), o-tolyl-phenylboronic acid, 2-methoxybenzaldehyde and 3-picolylamine. The reactants are Nc1nccs1, COC(=O)C1=C(O)c2cscc2S(=O)(=O)N1C, Cc1ccccc1C. The product is CN1C(C(=O)Nc2nccs2)=C(O)c2cscc2S1(=O)=O. RXN SMILES: [NH2:18][c:19]1[s:20][cH:21][cH:22][n:23]1.[OH:1][C:2]1=[C:3]([C:14]([O:16][CH3:15])=[O:17])[N:4]([CH3:13])[S:5](=[O:11])(=[O:12])[c:6]2[c:7]1[cH:8][s:9][cH:10]2.[c:24]1([CH3:25])[c:26]([CH3:27])[cH:28][cH:29][cH:30][cH:31]1>>[OH:1][C:2]1=[C:3]([C:14](=[O:16])[NH:18][c:19]2[s:20][cH:21][cH:22][n:23]2)[N:4]([CH3:13])[S:5](=[O:11])(=[O:12])[c:6]2[c:7]1[cH:8][s:9][cH:10]2.